From a dataset of the Open Reaction Database (ORD), a public repository of structured organic reaction records. describe an organic reaction: reactants, conditions, products, and yield Solvent: C(C)OCC (ethyl ether), CCCCCC (hexane), C(C)OCC (ethyl ether). The product is ClC1=NC=C(C=C1Cl)I (2,3-dichloro-5-iodopyridine). Conditions: temperature -78 celsius, time 0.5 hour. Reaction SMILES: C([Li])CCC.[I:6]I.Br[C:9]1[CH:10]=[C:11]([Cl:16])[C:12]([Cl:15])=[N:13][CH:14]=1>C(OCC)C.CCCCCC>[Cl:15][C:12]1[C:11]([Cl:16])=[CH:10][C:9]([I:6])=[CH:14][N:13]=1. The reactants are II (I2), C(CCC)[Li] (n-butyl lithium), BrC=1C=C(C(=NC1)Cl)Cl (5-bromo-2,3-dichloropyridine). Procedure: In one embodiment of the present invention, 5-bromo-2,3-dichloropyridine is dissolved in ethyl ether and cooled to about -78° C. A slight excess molar quantity of n-butyl lithium, dissolved in hexane, is slowly added to the reaction mixture with mild agitation. After about 0.5 hour of stirring, a slight excess molar quantity of I2, dissolved in ethyl ether, is added to reaction mixture with mild agitation. After about 0.5 hour of stirring, the reaction mixture is allowed to warm to room temperat...